From a dataset of the Open Reaction Database (ORD), a public repository of structured organic reaction records. describe an organic reaction: reactants, conditions, products, and yield The reactants are ClC1=NC(=C2N=CN(C2=N1)C1OCCCC1)Cl (2,6-dichloro-9-(tetrahydro-2H-pyran-2-yl)-9H-purine), C(C)N(C(C)C)C(C)C (N-ethyl-N-isopropyl-2-propanamine), C1(=CC=CC=C1)C(CN)C1=CC=CC=C1 (2,2-diphenylethylamine). Solvent: C(C)(C)O (isopropyl alcohol). Product: ClC1=NC(=C2N=CN(C2=N1)C1OCCCC1)NCC(C1=CC=CC=C1)C1=CC=CC=C1 (2-Chloro-N-(2,2-diphenylethyl)-9-(tetrahydro-2H-pyran-2-yl)-9H-purin-6-amine). Yield: 104.1%. Reaction SMILES: [Cl:1][C:2]1[N:10]=[C:9]2[C:5]([N:6]=[CH:7][N:8]2[CH:11]2[CH2:16][CH2:15][CH2:14][CH2:13][O:12]2)=[C:4](Cl)[N:3]=1.C(N(C(C)C)C(C)C)C.[C:27]1([CH:33]([C:36]2[CH:41]=[CH:40][CH:39]=[CH:38][CH:37]=2)[CH2:34][NH2:35])[CH:32]=[CH:31][CH:30]=[CH:29][CH:28]=1>C(O)(C)C>[Cl:1][C:2]1[N:10]=[C:9]2[C:5]([N:6]=[CH:7][N:8]2[CH:11]2[CH2:16][CH2:15][CH2:14][CH2:13][O:12]2)=[C:4]([NH:35][CH2:34][CH:33]([C:27]2[CH:32]=[CH:31][CH:30]=[CH:29][CH:28]=2)[C:36]2[CH:41]=[CH:40][CH:39]=[CH:38][CH:37]=2)[N:3]=1. Reported procedure: A solution of 2,6-dichloro-9-(tetrahydro-2H-pyran-2-yl)-9H-purine (Preparation 1) (30.9 g, 0.11 mol) in isopropyl alcohol (600 ml) was treated with N-ethyl-N-isopropyl-2-propanamine (47.5 ml, 0.27 mol) and 2,2-diphenylethylamine (24.8 g, 0.13 mol) and the resulting mixture heated under reflux for 3 hours. The solvent was removed under reduced pressure and the residue azeotroped with ethyl acetate. The residue was purified by column chromatography on silica gel eluting with a gradient system of e... Reactants: C(C1=CC=CC=C1)OC(CNC(=O)N1CCOCC1)=O (N-morpholinocarbonyl-glycine-benzyl ester). Reagents/catalysts: [Pd] (palladium). The solvent is C(C)(=O)OCC (ethyl acetate). The product is O1CCN(CC1)C(=O)NCC(=O)O (N-Morpholinocarbonyl-glycine). RXN SMILES: C([O:8][C:9](=[O:20])[CH2:10][NH:11][C:12]([N:14]1[CH2:19][CH2:18][O:17][CH2:16][CH2:15]1)=[O:13])C1C=CC=CC=1>C(OCC)(=O)C.[Pd]>[O:17]1[CH2:18][CH2:19][N:14]([C:12]([NH:11][CH2:10][C:9]([OH:20])=[O:8])=[O:13])[CH2:15][CH2:16]1. Procedure details: Analogously to Example 7a), 4.8 g (18.3 mmol) of N-morpholinocarbonyl-glycine-benzyl ester in 100 ml of ethyl acetate are hydrogenated with 1 g of palladium (10%) on carbon to yield the title compound: 1H-NMR (300 MHz, CDCl3): 3.88 (s, 2H), 3.64 (s, 4H), 3.50 (s, 2H), 3.35 (s, 4H). Reactants: C1(CCCCC1)CCBr (2-Cyclohexylethyl bromide), C(C1=CC=CC=C1)(=O)NC1CCNCC1 (4-benzamidopiperidine), C(C)(C)NC(C)C (diisopropylamine), [I-] (iodide). The solvent is CN(C=O)C (dimethylformamide), O (water), CN(C=O)C (dimethylformamide). Reaction conditions: temperature 70 celsius. Yields the product C1(CCCCC1)CCN1CCC(CC1)NC(C1=CC=CC=C1)=O (1-[2-(Cyclohexyl)ethyl]-4-benzamidopiperidine). Reaction SMILES: [CH:1]1([CH2:7][CH2:8]Br)[CH2:6][CH2:5][CH2:4][CH2:3][CH2:2]1.[C:10]([NH:18][CH:19]1[CH2:24][CH2:23][NH:22][CH2:21][CH2:20]1)(=[O:17])[C:11]1[CH:16]=[CH:15][CH:14]=[CH:13][CH:12]=1.C(NC(C)C)(C)C.[I-]>CN(C)C=O.O>[CH:1]1([CH2:7][CH2:8][N:22]2[CH2:23][CH2:24][CH:19]([NH:18][C:10](=[O:17])[C:11]3[CH:16]=[CH:15][CH:14]=[CH:13][CH:12]=3)[CH2:20][CH2:21]2)[CH2:6][CH2:5][CH2:4][CH2:3][CH2:2]1. Reported procedure: 2-Cyclohexylethyl bromide (1.9 g.) in dimethylformamide (10 ml.) was added to 4-benzamidopiperidine (2.2 g.), diisopropylamine (4 ml.) and a trace ofsodium iodide in dimethylformamide (10 ml.). The mixture was heated at 70° C for 16 hours, cooled, poured into water, and extracted with methylene chloride. The washed and dried extracts were evaporated and the solid residue was recrystallised from ethanol to give the product (1.25 g.), m.p. 174°-5° C. (Found: C, 76.4; H, 9.5; N, 8.9. C20H30H2O requ... Reaction SMILES: [CH3:12][N:13]([CH3:14])[CH:15]=[O:16].[CH3:21][c:22]1[cH:23][cH:24][cH:25][cH:26][cH:27]1.[F:1][c:2]1[c:3]([CH2:8][C:9](=[O:10])[OH:11])[cH:4][cH:5][cH:6][cH:7]1.[S:17]([Cl:18])([Cl:19])=[O:20]>>[F:1][c:2]1[c:3]([CH2:8][C:9](=[O:11])[Cl:19])[cH:4][cH:5][cH:6][cH:7]1. Product: O=C(Cl)Cc1ccccc1F. Starting materials: CN(C)C=O, Cc1ccccc1, O=C(O)Cc1ccccc1F, O=S(Cl)Cl. Reactants: O (water), CC(C=C)O (3-buten-2-ol), C1(=CC=C(C=C1)S(=O)(=O)O)C (p-toluenesulfonic acid), ClC=1C=CC=C2CCCC(C12)=O (8-chloro-1-tetralone). Solvent: ClC(Cl)(Cl)Cl (tetrachloromethane). Product: C(C=CC)C1C(C2=C(C=CC=C2CC1)Cl)=O (2-(2-buten-1-yl)-8-chloro-1-tetralone). Isolated yield 35.0%. As a reaction SMILES: [Cl:1][C:2]1[CH:3]=[CH:4][CH:5]=[C:6]2[C:11]=1[C:10](=[O:12])[CH2:9][CH2:8][CH2:7]2.[CH3:13][CH:14](O)[CH:15]=[CH2:16].C1(C)C=CC(S(O)(=O)=O)=CC=1.O>ClC(Cl)(Cl)Cl>[CH2:13]([CH:9]1[CH2:8][CH2:7][C:6]2[C:11](=[C:2]([Cl:1])[CH:3]=[CH:4][CH:5]=2)[C:10]1=[O:12])[CH:14]=[CH:15][CH3:16]. Reported procedure: 8.85 g of 8-chloro-1-tetralone were dissolved in 90 ml of tetrachloromethane under argon and added to 21.0 ml of 3-buten-2-ol and 190 mg of p-toluenesulfonic acid. The reaction solution was heated to reflux on a water separator for 9 days. The solvent was removed in a vacuum and the residue was chromatographed on 200 g of silica gel firstly with hexane/ethyl acetate 9:1 and then with hexane/ethyl acetate 4:1. In addition to large amounts of unreacted educt (8.3 g), there were obtained 4.1 g (35%... Product: CCCCCCCOc1cc(I)ccc1C=O. RXN SMILES: [CH2:11]([CH2:12][CH2:13][CH2:14][CH2:15][CH2:16][CH3:17])[O:18][c:19]1[c:20]([CH2:26][OH:27])[cH:21][cH:22][c:23]([I:25])[cH:24]1.[CH3:1][S:2](=[O:3])[CH3:4].[Cl:29][CH2:30][Cl:31].[Cl:5][C:6]([C:7]([Cl:8])=[O:9])=[O:10].[ClH:28]>>[CH2:11]([CH2:12][CH2:13][CH2:14][CH2:15][CH2:16][CH3:17])[O:18][c:19]1[c:20]([CH:26]=[O:27])[cH:21][cH:22][c:23]([I:25])[cH:24]1. Reactants: CCCCCCCOc1cc(I)ccc1CO, CS(C)=O, ClCCl, O=C(Cl)C(=O)Cl, Cl.